This data is from the Open Reaction Database (ORD), a public repository of structured organic reaction records. The task is: describe an organic reaction: reactants, conditions, products, and yield Starting materials: Cc1cc(NC(=O)OC(C)(C)C)ccc1Br, CN(C)C=O, COc1nc(Cl)ccc1C#N, [H-], [Na+], O. Yields the product COc1nc(N(C(=O)OC(C)(C)C)c2ccc(Br)c(C)c2)ccc1C#N. RXN SMILES: [Br:1][c:2]1[c:3]([CH3:16])[cH:4][c:5]([NH:8][C:9]([O:10][C:11]([CH3:12])([CH3:13])[CH3:14])=[O:15])[cH:6][cH:7]1.[CH3:31][N:32]([CH3:33])[CH:34]=[O:35].[Cl:19][c:20]1[n:21][c:22]([O:28][CH3:29])[c:23]([C:24]#[N:25])[cH:26][cH:27]1.[H-:17].[Na+:18].[OH2:30]>>[Br:1][c:2]1[c:3]([CH3:16])[cH:4][c:5]([N:8]([C:9]([O:10][C:11]([CH3:12])([CH3:13])[CH3:14])=[O:15])[c:20]2[n:21][c:22]([O:28][CH3:29])[c:23]([C:24]#[N:25])[cH:26][cH:27]2)[cH:6][cH:7]1. Starting materials: resultant mixture, [OH-].[Na+] (sodium hydroxide), COC1=C(C=C(C(=C1)S(=O)C)C)O (2-methoxy-5-methyl-4-methylsulphinylphenol), BrC(C)Br (dibromoethane). The reagents and catalysts are [Cl-].C(C1=CC=CC=C1)[N+](CC)(CC)CC (benzyltriethylammonium chloride). The solvent is O (water), O (water). Product: BrCCOC1=C(C=C(C(=C1)C)SC)OC (1-Bromo-2-[2-methoxy-5-methyl-4-(methylthio)phenoxy]ethane). Reaction SMILES: [OH-].[Na+].[CH3:3][O:4][C:5]1[CH:10]=[C:9]([S:11]([CH3:13])=O)[C:8]([CH3:14])=[CH:7][C:6]=1[OH:15].[Br:16][CH:17](Br)[CH3:18]>O.[Cl-].C([N+](CC)(CC)CC)C1C=CC=CC=1>[Br:16][CH2:17][CH2:18][O:15][C:6]1[CH:7]=[C:8]([CH3:14])[C:9]([S:11][CH3:13])=[CH:10][C:5]=1[O:4][CH3:3] |f:0.1,5.6|. Procedure details: A solution of sodium hydroxide (21 g) in water (75 ml) was added to 2-methoxy-5-methyl-4-methylsulphinylphenol (21 g), dibromoethane (160 ml) and benzyltriethylammonium chloride (1.26 g) and the resultant mixture heated at 60° for 18 hours. After cooling, water (50 ml) was added. The organic layer was separated, the aqueous layer extracted with dibromoethane (2×10 ml). The combined organic extracts were washed with 2 N aqueous sodium hydroxide solution (100 ml) and water (100 ml) and the solvent... Reactants: BrC=1C(=NC(=NC1)C)OC[C@@H]1[C@H](C1)C1=NC=C(C=C1)OC (5-bromo-4-{[(1S,2S)-2-(5-methoxypyridin-2-yl)cyclopropyl]-methoxy}-2-methylpyrimidine), CC1(OB(OC1(C)C)C1=C2N(N=C1)CCC2)C (3-(4,4,5,5-tetramethyl-1,3,2-dioxaborolan-2-yl)-5,6-dihydro-4H-pyrrolo[1,2-b]pyrazole), P(=O)([O-])([O-])[O-].[K+].[K+].[K+] (tripotassium phosphate), COC=1C=CC=C(C1C=2C=CC=CC2P(C3CCCCC3)C4CCCCC4)OC (S-Phos). The reagents and catalysts are CC(=O)[O-].CC(=O)[O-].[Pd+2] (Pd(OAc)2). The solvent is C1CCOC1 (THF), O (water), CCOC(=O)C (EtOAc). Reaction conditions: temperature 100 celsius. Yields the product COC=1C=CC(=NC1)[C@@H]1[C@H](C1)COC1=NC(=NC=C1C1=C2N(N=C1)CCC2)C (3-(4-{[(1S,2S)-2-(5-methoxypyridin-2-yl)cyclopropyl]methoxy}-2-methylpyrimidin-5-yl)-5,6-dihydro-4H-pyrrolo[1,2-b]pyrazole). As a reaction SMILES: Br[C:2]1[C:3]([O:9][CH2:10][C@H:11]2[CH2:13][C@@H:12]2[C:14]2[CH:19]=[CH:18][C:17]([O:20][CH3:21])=[CH:16][N:15]=2)=[N:4][C:5]([CH3:8])=[N:6][CH:7]=1.CC1(C)C(C)(C)OB([C:30]2[CH:34]=[N:33][N:32]3[CH2:35][CH2:36][CH2:37][C:31]=23)O1.P([O-])([O-])([O-])=O.[K+].[K+].[K+].COC1C=CC=C(OC)C=1C1C=CC=CC=1P(C1CCCCC1)C1CCCCC1>C1COCC1.O.CCOC(C)=O.CC([O-])=O.CC([O-])=O.[Pd+2]>[CH3:21][O:20][C:17]1[CH:18]=[CH:19][C:14]([C@H:12]2[CH2:13][C@@H:11]2[CH2:10][O:9][C:3]2[C:2]([C:30]3[CH:34]=[N:33][N:32]4[CH2:35][CH2:36][CH2:37][C:31]=34)=[CH:7][N:6]=[C:5]([CH3:8])[N:4]=2)=[N:15][CH:16]=1 |f:2.3.4.5,10.11.12|. Procedure details: A mixture of 5-bromo-4-{[(1S,2S)-2-(5-methoxypyridin-2-yl)cyclopropyl]-methoxy}-2-methylpyrimidine (2-3) (120 mg, 0.3 mmol), 3-(4,4,5,5-tetramethyl-1,3,2-dioxaborolan-2-yl)-5,6-dihydro-4H-pyrrolo[1,2-b]pyrazole (OO2) (104 mg, 0.4 mmol), tripotassium phosphate (145 mg, 0.7 mmol), S-Phos (14 mg, 0.03 mmol), and Pd(OAc)2 (3.9 mg, 0.02 mmol) in THF (1.5 mL) and water (0.3 mL) was heated at 100° C. for 14 hours. The reaction mixture was allowed to cool to room temperature. The mixture was then dilute... Starting materials: CC([C@@H](C(=O)O)N1C(N(CC1)CC1=CC(=CC=C1)C)=O)(C)C ((2S)-3,3-dimethyl-2-[3-(3-methylbenzyl)-2-oxo-1-imidazolidinyl]butanoic acid), CCOP(=O)(OCC)ON1C(=O)C2=C(C=CC=C2)N=N1 (DEPBT), C(C)(C)N(C(C)C)CC (N,N-diisopropylethylamine), N[C@H]([C@H](C[C@H](CC1=CC=C(C=C1)C1=NC=CC=C1)NC(=O)[C@H](C(C)(C)C)NC(OC)=O)O)CC1=CC=CC=C1 (methyl(1S)-1-[({(1S,3S,4S)-4-amino-3-hydroxy-5-phenyl-1-[4-(2-pyridinyl)benzyl]pentyl}amino)carbonyl]-2,2-dimethylpropylcarbamate). Solvent: C1CCOC1 (THF). Reaction conditions: temperature 25 celsius, time 16 hour. The product is CC([C@@H](C(=O)N[C@H]([C@H](C[C@H](CC1=CC=C(C=C1)C1=NC=CC=C1)NC(=O)[C@H](C(C)(C)C)NC(OC)=O)O)CC1=CC=CC=C1)N1C(N(CC1)CC1=CC(=CC=C1)C)=O)(C)C (methyl(1S)-1-[({(1S,3S,4S)-4-({(2S)-3,3-dimethyl-2-[3-(3-methylbenzyl)-2-oxo-1-imidazolidinyl]butanoyl}amino)-3-hydroxy-5-phenyl-1-[4-(2-pyridinyl)benzyl]pentyl}amino)carbonyl]-2,2-dimethylpropylcarbamate). Yield: 47.8%. As a reaction SMILES: [NH2:1][C@@H:2]([CH2:33][C:34]1[CH:39]=[CH:38][CH:37]=[CH:36][CH:35]=1)[C@@H:3]([OH:32])[CH2:4][C@@H:5]([NH:19][C:20]([C@@H:22]([NH:27][C:28](=[O:31])[O:29][CH3:30])[C:23]([CH3:26])([CH3:25])[CH3:24])=[O:21])[CH2:6][C:7]1[CH:12]=[CH:11][C:10]([C:13]2[CH:18]=[CH:17][CH:16]=[CH:15][N:14]=2)=[CH:9][CH:8]=1.[CH3:40][C:41]([CH3:61])([CH3:60])[C@H:42]([N:46]1[CH2:50][CH2:49][N:48]([CH2:51][C:52]2[CH:57]=[CH:56][CH:55]=[C:54]([CH3:58])[CH:53]=2)[C:47]1=[O:59])[C:43](O)=[O:44].CCOP(ON1N=NC2C=CC=CC=2C1=O)(OCC)=O.C(N(CC)C(C)C)(C)C>C1COCC1>[CH3:40][C:41]([CH3:61])([CH3:60])[C@H:42]([N:46]1[CH2:50][CH2:49][N:48]([CH2:51][C:52]2[CH:57]=[CH:56][CH:55]=[C:54]([CH3:58])[CH:53]=2)[C:47]1=[O:59])[C:43]([NH:1][C@@H:2]([CH2:33][C:34]1[CH:35]=[CH:36][CH:37]=[CH:38][CH:39]=1)[C@@H:3]([OH:32])[CH2:4][C@@H:5]([NH:19][C:20]([C@@H:22]([NH:27][C:28](=[O:31])[O:29][CH3:30])[C:23]([CH3:26])([CH3:25])[CH3:24])=[O:21])[CH2:6][C:7]1[CH:12]=[CH:11][C:10]([C:13]2[CH:18]=[CH:17][CH:16]=[CH:15][N:14]=2)=[CH:9][CH:8]=1)=[O:44]. Procedure details: A solution containing the product from Example 2C (0.025 g, 0.047 mmol) in THF (0.5 mL) was treated with the product from Example 66A (0.014 g, 0.046 mmol), DEPBT (0.021 g, 0.071 mmol), and N,N-diisopropylethylamine (0.041 mL, 0.235 mmol) and the mixture was stirred at 25° C. for 16 hours. The mixture was partitioned between ethyl acetate aid 10% Na2CO3 solution. The organic phase was washed with additional 10% Na2CO3 solution and brine, dried over MgSO4, filtered and concentrated. The product w... The reactants are [Li]CCCC (n-BuLi), BrC1=CC2=C(OCO2)C=C1 (5-bromo-benzo[1,3]dioxole), O1CCOC12CCC(CC2)=O (1,4-dioxa-spiro[4.5]decan-8-one). Solvent: C1CCOC1 (THF), C1CCOC1 (THF). Run at temperature -78 celsius, time 20 minute. Product: O1COC2=C1C=CC(=C2)C2(CCC1(OCCO1)CC2)O (8-Benzo[1,3]dioxol-5-yl-1,4-dioxa-spiro[4.5]decan-8-ol). As a reaction SMILES: [Li]CCCC.Br[C:7]1[CH:15]=[CH:14][C:10]2[O:11][CH2:12][O:13][C:9]=2[CH:8]=1.[O:16]1[C:20]2([CH2:25][CH2:24][C:23](=[O:26])[CH2:22][CH2:21]2)[O:19][CH2:18][CH2:17]1>C1COCC1>[O:11]1[C:10]2[CH:14]=[CH:15][C:7]([C:23]3([OH:26])[CH2:24][CH2:25][C:20]4([O:19][CH2:18][CH2:17][O:16]4)[CH2:21][CH2:22]3)=[CH:8][C:9]=2[O:13][CH2:12]1. Procedure details: A solution of n-BuLi (2.5 M in hexanes, 24 mL, 60 mmol) was dropped slowly into a solution of 5-bromo-benzo[1,3]dioxole (Aldrich, 10.0 g, 50 mmol) in THF (100 mL) at −78° C. over 10 min. The reaction was stirred for additional 20 min. at −78° C. A solution of 1,4-dioxa-spiro[4.5]decan-8-one (Aldrich, 8.60 g, 55 mmol) in THF (20 mL) was slowly dropped into the reaction. After addition, the reaction was stirred for additional 2 hours at −78° C. The reaction was then quenched with diluted NH4Cl sol... The reactants are C(C)(C)(C)OC(=O)C1=CC=2C(=CC=C3C=NC(=NC23)SC)S1 (2-Methylsulfanyl-thieno[2,3-h]quinazoline-8-carboxylic acid tert-butyl ester), ClC1=CC(=CC=C1)C(=O)OO (3-chloroperbenzoic acid), resultant suspension, C(=O)([O-])[O-].[Na+].[Na+] (Na2CO3), [O-]S(=O)(=S)[O-].[Na+].[Na+] (Na2S2O3). Solvent: CC(=O)C (acetone), C(Cl)Cl (DCM), [Cl-].[Na+].O (brine). Product: C(C)(C)(C)OC(=O)C1=CC=2C(=CC=C3C=NC(=NC23)S(=O)(=O)C)S1 (2-Methanesulfonyl-thieno[2,3-h]quinazoline-8-carboxylic acid tert-butyl ester). Yield: 88.0%. RXN SMILES: [C:1]([O:5][C:6]([C:8]1[S:22][C:11]2=[CH:12][CH:13]=[C:14]3[C:19]([N:18]=[C:17](SC)[N:16]=[CH:15]3)=[C:10]2[CH:9]=1)=[O:7])([CH3:4])([CH3:3])[CH3:2].Cl[C:24]1C=CC=C(C(OO)=O)C=1.C([O-])([O-])=O.[Na+].[Na+].[O-:40][S:41]([O-:44])(=S)=O.[Na+].[Na+]>C(Cl)Cl.[Cl-].[Na+].O.CC(C)=O>[C:1]([O:5][C:6]([C:8]1[S:22][C:11]2=[CH:12][CH:13]=[C:14]3[C:19]([N:18]=[C:17]([S:41]([CH3:24])(=[O:44])=[O:40])[N:16]=[CH:15]3)=[C:10]2[CH:9]=1)=[O:7])([CH3:4])([CH3:2])[CH3:3] |f:2.3.4,5.6.7,9.10.11|. Procedure: 2-Methylsulfanyl-thieno[2,3-h]quinazoline-8-carboxylic acid tert-butyl ester (6.50 g, 19.55 mmol) was suspended/dissolved in DCM (150 mL) and cooled in an ice-bath. 3-chloroperbenzoic acid (22.49 g, 97.76 mmol, 75% pure) was added in one portion and the resultant suspension was stirred at 0° C. for 5 minutes and at room temperature for a further 55 minutes. This mixture was then carefully added to a 1:1:1 mixture of saturated Na2CO3, saturated Na2S2O3 and brine (˜500 mL). The organic layer was s... Starting materials: CCOCC(=O)Cl, CC#N, CC(C)(C)OC(=O)NCCNc1c(N)c(Cl)nc2ccccc12. Yields the product CCOCC(=O)Nc1c(Cl)nc2ccccc2c1NCCNC(=O)OC(C)(C)C, Cl. As a reaction SMILES: [CH2:1]([CH3:2])[O:3][CH2:4][C:5](=[O:6])[Cl:7].[CH3:31][C:32]#[N:33].[NH2:8][c:9]1[c:10]([Cl:30])[n:11][c:12]2[cH:13][cH:14][cH:15][cH:16][c:17]2[c:18]1[NH:19][CH2:20][CH2:21][NH:22][C:23]([O:24][C:25]([CH3:26])([CH3:27])[CH3:28])=[O:29]>>[CH2:1]([CH3:2])[O:3][CH2:4][C:5](=[O:6])[NH:8][c:9]1[c:10]([Cl:30])[n:11][c:12]2[cH:13][cH:14][cH:15][cH:16][c:17]2[c:18]1[NH:19][CH2:20][CH2:21][NH:22][C:23]([O:24][C:25]([CH3:26])([CH3:27])[CH3:28])=[O:29].[ClH:7].